This data is from the Open Reaction Database (ORD), a public repository of structured organic reaction records. The task is: describe an organic reaction: reactants, conditions, products, and yield The reactants are C1(CCCCC1)P(C1=C(C=CC=C1)C1=C(C=C(C=C1C(C)C)C(C)C)C(C)C)C1CCCCC1 (dicyclohexyl(2′,4′,6′-triisopropylbiphenyl-2-yl)phosphine), CC(C)([O-])C.[Na+] (sodium tert-butoxide), O1CCN(CC1)C1=NC=C(C=C1N)N1CCOCC1 (2,5-dimorpholinopyridin-3-amine), ClC1=C(C(=NC2=CC(=CC(=C12)F)F)C=1C=NC=CC1)C (4-chloro-5,7-difluoro-3-methyl-2-(pyridin-3-yl)quinoline). The reagents and catalysts are C=1C=CC(=CC1)/C=C/C(=O)/C=C/C2=CC=CC=C2.C=1C=CC(=CC1)/C=C/C(=O)/C=C/C2=CC=CC=C2.C=1C=CC(=CC1)/C=C/C(=O)/C=C/C2=CC=CC=C2.[Pd].[Pd] (Pd2dba3). Run in C1(=CC=CC=C1)C (toluene). Yields the product O1CCN(CC1)C1=NC=C(C=C1NC1=C(C(=NC2=CC(=CC(=C12)F)F)C=1C=NC=CC1)C)N1CCOCC1 (N-(2,5-dimorpholinopyridin-3-yl)-5,7-difluoro-3-methyl-2-(pyridin-3-yl)quinolin-4-amine). Reaction SMILES: C1(P(C2CCCCC2)C2C=CC=CC=2C2C(C(C)C)=CC(C(C)C)=CC=2C(C)C)CCCCC1.[O:35]1[CH2:40][CH2:39][N:38]([C:41]2[C:46]([NH2:47])=[CH:45][C:44]([N:48]3[CH2:53][CH2:52][O:51][CH2:50][CH2:49]3)=[CH:43][N:42]=2)[CH2:37][CH2:36]1.Cl[C:55]1[C:64]2[C:59](=[CH:60][C:61]([F:66])=[CH:62][C:63]=2[F:65])[N:58]=[C:57]([C:67]2[CH:68]=[N:69][CH:70]=[CH:71][CH:72]=2)[C:56]=1[CH3:73].CC(C)([O-])C.[Na+]>C1(C)C=CC=CC=1.C1C=CC(/C=C/C(/C=C/C2C=CC=CC=2)=O)=CC=1.C1C=CC(/C=C/C(/C=C/C2C=CC=CC=2)=O)=CC=1.C1C=CC(/C=C/C(/C=C/C2C=CC=CC=2)=O)=CC=1.[Pd].[Pd]>[O:35]1[CH2:40][CH2:39][N:38]([C:41]2[C:46]([NH:47][C:55]3[C:64]4[C:59](=[CH:60][C:61]([F:66])=[CH:62][C:63]=4[F:65])[N:58]=[C:57]([C:67]4[CH:68]=[N:69][CH:70]=[CH:71][CH:72]=4)[C:56]=3[CH3:73])=[CH:45][C:44]([N:48]3[CH2:49][CH2:50][O:51][CH2:52][CH2:53]3)=[CH:43][N:42]=2)[CH2:37][CH2:36]1 |f:3.4,6.7.8.9.10|. Procedure: The Buchwald coupled product was prepared according to Procedure H using dicyclohexyl(2′,4′,6′-triisopropylbiphenyl-2-yl)phosphine (0.024 g, 0.05 mmol), 2,5-dimorpholinopyridin-3-amine (0.098 g, 0.37 mmol), 4-chloro-5,7-difluoro-3-methyl-2-(pyridin-3-yl)quinoline (0.090 g, 0.31 mmol), Pd2dba3 (0.011 g, 0.012 mmol) and sodium tert-butoxide (0.074 g, 0.77 mmol) in toluene (3.1 mL) at 120° C. for 5 h. The crude product was purified by column chromatography on basic alumina (0 to 50% hexanes/EtOAc) ...